From a dataset of the Open Reaction Database (ORD), a public repository of structured organic reaction records. describe an organic reaction: reactants, conditions, products, and yield Starting materials: O=C([O-])[O-], CCCCCC1CCC(CBr)CC1, CN(C)C=O, CCCCOc1ccc(O)c(F)c1F, [K+], [K+]. The product is CCCCCC1CCC(COc2ccc(OCCCC)c(F)c2F)CC1. As a reaction SMILES: [C:28](=[O:29])([O-:30])[O-:31].[CH2:15]([CH2:16][CH2:17][CH2:18][CH3:19])[CH:20]1[CH2:21][CH2:22][CH:23]([CH2:26][Br:27])[CH2:24][CH2:25]1.[CH3:34][N:35]([CH3:36])[CH:37]=[O:38].[F:1][c:2]1[c:3]([OH:14])[cH:4][cH:5][c:6]([O:9][CH2:10][CH2:11][CH2:12][CH3:13])[c:7]1[F:8].[K+:32].[K+:33]>>[F:1][c:2]1[c:3]([O:14][CH2:26][CH:23]2[CH2:22][CH2:21][CH:20]([CH2:15][CH2:16][CH2:17][CH2:18][CH3:19])[CH2:25][CH2:24]2)[cH:4][cH:5][c:6]([O:9][CH2:10][CH2:11][CH2:12][CH3:13])[c:7]1[F:8].